Dataset: the Open Reaction Database (ORD), a public repository of structured organic reaction records. Task: describe an organic reaction: reactants, conditions, products, and yield Starting materials: C(C)(=O)C=1C=C(C=NC1)C(=O)OC (methyl 5-acetyl-3-pyridinecarboxylate), COC(N(C)C)OC (N,N-dimethylformamide dimethyl acetal), C(C)(=O)OCC (ethyl acetate). The solvent is O1CCCC1 (tetrahydrofuran), O1CCCC1 (tetrahydrofuran). Yields the product CN(C=CC(=O)C=1C=C(C=NC1)C(=O)OC)C (methyl 5-(3-dimethylamino-1-oxo-2-propenyl)-3-pyridinecarboxylate). Reaction SMILES: [C:1]([C:4]1[CH:5]=[C:6]([C:10]([O:12][CH3:13])=[O:11])[CH:7]=[N:8][CH:9]=1)(=[O:3])[CH3:2].CO[CH:16](OC)[N:17]([CH3:19])[CH3:18].C(OCC)(=O)C>O1CCCC1>[CH3:16][N:17]([CH3:19])[CH:18]=[CH:2][C:1]([C:4]1[CH:5]=[C:6]([C:10]([O:12][CH3:13])=[O:11])[CH:7]=[N:8][CH:9]=1)=[O:3]. Procedure details: The mixture of methyl 5-acetyl-3-pyridinecarboxylate (3.0 g) and N,N-dimethylformamide dimethyl acetal (6.7 ml) in tetrahydrofuran (30 ml) was heated under reflux for 6 hours. To the mixture was added a mixture of ethyl acetate and tetrahydrofuran, and the mixture was washed with brine and dried over magnesium sulfate. The solvent was removed by concentration and the residue was triturated with diisopropyl ether to give methyl 5-(3-dimethylamino-1-oxo-2-propenyl)-3-pyridinecarboxylate (1.88 g). As a reaction SMILES: [C:1]([O:2][C:3](=[O:4])[N:8]([CH:9]([CH3:10])[c:11]1[cH:12][cH:13][cH:14][c:15]2[cH:16][cH:17][cH:18][cH:19][c:20]12)[CH2:21][CH:22]1[CH2:23][N:24]([S:33](=[O:34])(=[O:35])[c:36]2[cH:37][cH:38][c:39]([C:40](=[O:41])[OH:42])[cH:43][cH:44]2)[CH2:25][CH:26]1[c:27]1[cH:28][cH:29][cH:30][cH:31][cH:32]1)([CH3:5])([CH3:6])[CH3:7].[CH3:52][CH2:53][O:54][CH2:55][CH3:56].[ClH:51].[O:45]1[CH2:46][CH2:47][O:48][CH2:49][CH2:50]1>>[ClH:51].[NH:8]([CH:9]([CH3:10])[c:11]1[cH:12][cH:13][cH:14][c:15]2[cH:16][cH:17][cH:18][cH:19][c:20]12)[CH2:21][CH:22]1[CH2:23][N:24]([S:33](=[O:34])(=[O:35])[c:36]2[cH:37][cH:38][c:39]([C:40](=[O:41])[OH:42])[cH:43][cH:44]2)[CH2:25][CH:26]1[c:27]1[cH:28][cH:29][cH:30][cH:31][cH:32]1. The product is Cl, CC(NCC1CN(S(=O)(=O)c2ccc(C(=O)O)cc2)CC1c1ccccc1)c1cccc2ccccc12. The reactants are CC(c1cccc2ccccc12)N(CC1CN(S(=O)(=O)c2ccc(C(=O)O)cc2)CC1c1ccccc1)C(=O)OC(C)(C)C, CCOCC, Cl, C1COCCO1. Reactants: OC=1C(=NC=CC1)I (3-hydroxy-2-iodopyridine), C(CCCCCCCCCCC)C1=CC=C(CBr)C=C1 (4-dodecylbenzyl bromide), CC(=O)C (Acetone). Solvent: S1(=O)(=O)CCCC1 (sulpholane). Yields the product [Br-].OC=1C(=[N+](C=CC1)CC1=CC=C(C=C1)CCCCCCCCCCCC)I (3-Hydroxy-2-iodo-1-(4-dodecylbenzyl)pyridinium bromide). Yield: 80.3%. As a reaction SMILES: [OH:1][C:2]1[C:3]([I:8])=[N:4][CH:5]=[CH:6][CH:7]=1.[CH2:9]([C:21]1[CH:28]=[CH:27][C:24]([CH2:25][Br:26])=[CH:23][CH:22]=1)[CH2:10][CH2:11][CH2:12][CH2:13][CH2:14][CH2:15][CH2:16][CH2:17][CH2:18][CH2:19][CH3:20].CC(C)=O>S1(CCCC1)(=O)=O>[Br-:26].[OH:1][C:2]1[C:3]([I:8])=[N+:4]([CH2:25][C:24]2[CH:27]=[CH:28][C:21]([CH2:9][CH2:10][CH2:11][CH2:12][CH2:13][CH2:14][CH2:15][CH2:16][CH2:17][CH2:18][CH2:19][CH3:20])=[CH:22][CH:23]=2)[CH:5]=[CH:6][CH:7]=1 |f:4.5|. Reported procedure: A mixture of 3-hydroxy-2-iodopyridine (22.1 g, 0.1M) and 4-dodecylbenzyl bromide (37.2 g, 0.101M) was stirred in sulpholane (100 ml) at 90° C. for 8 hours. Acetone was added and the precipitated product filtered and washed with acetone to yield a white solid (45 g). The product was recrystallised from a mixture of methanol and water, collected and dried at 60° C. (35 g). Reaction SMILES: [CH3:22][S:23]([CH3:24])=[O:25].[N+:1]([O-:2])(=[O:3])[c:4]1[cH:5][c:6]2[c:7]([n:8][c:9]([NH:11][C:12]([c:13]3[cH:14][n:15][cH:16][cH:17][cH:18]3)=[O:19])[s:10]2)[cH:20][cH:21]1>>[NH2:1][c:4]1[cH:5][c:6]2[c:7]([n:8][c:9]([NH:11][C:12]([c:13]3[cH:14][n:15][cH:16][cH:17][cH:18]3)=[O:19])[s:10]2)[cH:20][cH:21]1. The reactants are CS(C)=O, O=C(Nc1nc2ccc([N+](=O)[O-])cc2s1)c1cccnc1. The product is Nc1ccc2nc(NC(=O)c3cccnc3)sc2c1. Starting materials: CN1CCCC1=O, COC(=O)C1CC(=O)Nc2cc(C(F)(F)F)ccc2C1=O, O. Yields the product O=C1CCC(=O)c2ccc(C(F)(F)F)cc2N1. RXN SMILES: [CH3:23][N:24]1[CH2:25][CH2:26][CH2:27][C:28]1=[O:29].[O:1]=[C:2]1[CH2:3][CH:4]([C:18]([O:19][CH3:20])=[O:21])[C:5](=[O:17])[c:6]2[c:7]([cH:9][c:10]([C:13]([F:14])([F:15])[F:16])[cH:11][cH:12]2)[NH:8]1.[OH2:22]>>[O:1]=[C:2]1[CH2:3][CH2:4][C:5](=[O:17])[c:6]2[c:7]([cH:9][c:10]([C:13]([F:14])([F:15])[F:16])[cH:11][cH:12]2)[NH:8]1. The reactants are C(CCC)N(C1=CC=CC=C1)CCCC (N,N-dibutylaniline), ice, CN(C=O)C (N,N-dimethylformamide). Reaction conditions: temperature 90 celsius. Product: C(CCC)N(C1=CC=C(C=O)C=C1)CCCC (4-Dibutylaminobenzaldehyde). Reaction SMILES: [CH2:1]([N:5]([CH2:12][CH2:13][CH2:14][CH3:15])[C:6]1[CH:11]=[CH:10][CH:9]=[CH:8][CH:7]=1)[CH2:2][CH2:3][CH3:4].CN(C)[CH:18]=[O:19]>>[CH2:1]([N:5]([CH2:12][CH2:13][CH2:14][CH3:15])[C:6]1[CH:11]=[CH:10][C:9]([CH:18]=[O:19])=[CH:8][CH:7]=1)[CH2:2][CH2:3][CH3:4]. Procedure: A 20 ml sample of N,N-dimethylformamide (DMF) was cooled to 0° C. for 1 hour and at 25° C. for 1 hour, then N,N-dibutylaniline was added slowly. The reaction mixture was heated at 90° C. for 16 hours, then cooled and poured onto 50 g of ice. A brown oil separated which was taken up in dichloromethane. The extract was washed with saturated aqueous bicarbonate then with water containing a little ammonium chloride, dried (MgSO4), and the solvent was removed at reduced pressure. The brown, oily resi... The reactants are CCCC[N+](CCCC)(CCCC)CCCC.[F-] (TBAF), C(#N)C=1C=C(C(=O)NC=2C(=CC(=CC2)O[Si](C(C)(C)C)(C)C)NC(C2=CC=C(C=C2)C(C)C)=O)C=CC1 (N1-(3-cyanobenzoyl)-N2-(4-isopropylbenzoyl)-4-(dimethyl-t-butylsiloxy)-1,2-benzenediamine). The solvent is C1CCOC1 (THF). Run at time 1 hour. Yields the product C(#N)C=1C=C(C(=O)NC=2C(=CC(=CC2)O)NC(C2=CC=C(C=C2)C(C)C)=O)C=CC1 (N1-(3-cyanobenzoyl)-N2-(4-isopropylbenzoyl)-4-hydroxy-1,2-benzenediamine). Yield: 90.3%. RXN SMILES: [C:1]([C:3]1[CH:4]=[C:5]([CH:35]=[CH:36][CH:37]=1)[C:6]([NH:8][C:9]1[C:10]([NH:23][C:24](=[O:34])[C:25]2[CH:30]=[CH:29][C:28]([CH:31]([CH3:33])[CH3:32])=[CH:27][CH:26]=2)=[CH:11][C:12]([O:15][Si](C)(C)C(C)(C)C)=[CH:13][CH:14]=1)=[O:7])#[N:2].CCCC[N+](CCCC)(CCCC)CCCC.[F-]>C1COCC1>[C:1]([C:3]1[CH:4]=[C:5]([CH:35]=[CH:36][CH:37]=1)[C:6]([NH:8][C:9]1[C:10]([NH:23][C:24](=[O:34])[C:25]2[CH:30]=[CH:29][C:28]([CH:31]([CH3:33])[CH3:32])=[CH:27][CH:26]=2)=[CH:11][C:12]([OH:15])=[CH:13][CH:14]=1)=[O:7])#[N:2] |f:1.2|. Procedure: To a mixture of N1-(3-cyanobenzoyl)-N2-(4-isopropylbenzoyl)-4-(dimethyl-t-butylsiloxy)-1,2-benzenediamine (1.57 g, 3.05 mmol) THF (30 mL) at 0° C. was added a THF solution of TBAF (3.1 mL, 3.1 mmol). After 1 h, the reaction was quenched with water (35 mL) and extracted with ether (2×200 mL). The combined organic layers was MgSO4 dried, filtered, and concentrated. The residue was chromatographed (1:1 EtOAc/hexanes) to give the title compound as a solid (1.10 g, 91%); IR(KBr): 3277, 1629, 1600, 15...